describe an organic reaction: reactants, conditions, products, and yield From a dataset of the Open Reaction Database (ORD), a public repository of structured organic reaction records. Starting materials: COCCCc1cccc(CO)c1, ClCCl. Yields the product COCCCc1cccc(C=O)c1. RXN SMILES: [CH3:1][O:2][CH2:3][CH2:4][CH2:5][c:6]1[cH:7][c:8]([CH2:12][OH:13])[cH:9][cH:10][cH:11]1.[Cl:14][CH2:15][Cl:16]>>[CH3:1][O:2][CH2:3][CH2:4][CH2:5][c:6]1[cH:7][c:8]([CH:12]=[O:13])[cH:9][cH:10][cH:11]1. Run in FC(C(=O)O)(F)F (trifluoroacetic acid). Starting materials: NC=1C2=CC=CC=C2N=C2CCCC(C12)=O (9-amino-3,4-dihydroacridin-1(2H)-one), CN(C)CN(C)C (bisdimethylaminomethane), ice NaOH. As a reaction SMILES: [NH2:1][C:2]1[C:3]2[C:8]([N:9]=[C:10]3[C:15]=1[C:14](=[O:16])[CH2:13][CH2:12][CH2:11]3)=[CH:7][CH:6]=[CH:5][CH:4]=2.[CH3:17]N(CN(C)C)C>FC(F)(F)C(O)=O>[NH2:1][C:2]1[C:3]2[C:8]([N:9]=[C:10]3[C:15]=1[C:14](=[O:16])[C:13](=[CH2:17])[CH2:12][CH2:11]3)=[CH:7][CH:6]=[CH:5][CH:4]=2. Procedure details: In 25 ml of trifluoroacetic acid cooled in ice was dissolved 5.00 g 9-amino-3,4-dihydroacridin-1(2H)-one. To the solution was added dropwise 6.70 ml (2.09 eq) of bisdimethylaminomethane over 5 minutes and thereafter the mixture was maintained at 90°-100° C. for 5 hours during which the starting material was converted to a mixture of intermediate and exo-methylene products. The reaction mixture was poured into ice/NaOH to make it basic and the precipitate was extracted with several portions of 5:... Yields the product NC=1C2=CC=CC=C2N=C2CCC(C(C12)=O)=C (9-Amino-3,4-dihydro-2-methyleneacridin-1(2H)-one). The reactants are [Cl-].[Cl-].[Cl-].[Al+3] (Aluminum trichloride), FC1=CC=CC2=CC(=CC=C12)F (1,6-Difluoronaphthalene), C(C)(=O)OC(C)=O (Acetic anhydride). Solvent: ClCCCl (1,2-dichloroethane). Conditions: temperature 0 celsius. Product: FC1=CC=C(C2=CC(=CC=C12)F)C(C)=O (1-(4,7-difluoronaphth-1-yl)-ethanone). Yield: 80.0%. As a reaction SMILES: [F:1][C:2]1[C:11]2[C:6](=[CH:7][C:8]([F:12])=[CH:9][CH:10]=2)[CH:5]=[CH:4][CH:3]=1.[Cl-].[Cl-].[Cl-].[Al+3].[C:17](OC(=O)C)(=[O:19])[CH3:18]>ClCCCl>[F:1][C:2]1[C:11]2[C:6](=[CH:7][C:8]([F:12])=[CH:9][CH:10]=2)[C:5]([C:17](=[O:19])[CH3:18])=[CH:4][CH:3]=1 |f:1.2.3.4|. Reported procedure: 1,6-Difluoronaphthalene (0.164 g, 1.0 mmol) was dissolved in 1,2-dichloroethane (5 mL) and cooled to 0° C. Aluminum trichloride (0.264 g, 2.0 mmol) was added as a solid to the solution. Acetic anhydride (0.1 mL, 1.0 mmol) was added slowly over 20 minutes to the solution while maintaining a temperature of 0° C. The reaction was poured onto ice-cold 10% aqueous hydrochloric acid and extracted with methylene chloride (2×10 mL). The organic layer was dried over sodium sulfate, concentrated, and puri... Starting materials: CC(C)c1cccc(C(C)C)c1N=C=O, CC(C)[N-]C(C)C, [Li+], O=C1CCCCC1(CCCCCOc1ccccc1)c1ccccc1. The product is CC(C)c1cccc(C(C)C)c1NC(=O)C1CCCC(CCCCCOc2ccccc2)(c2ccccc2)C1=O. As a reaction SMILES: [CH:26]([CH3:27])([CH3:28])[c:29]1[c:30]([N:38]=[C:39]=[O:40])[c:31]([CH:35]([CH3:36])[CH3:37])[cH:32][cH:33][cH:34]1.[CH:41]([N-:42][CH:43]([CH3:44])[CH3:45])([CH3:46])[CH3:47].[Li+:48].[O:1]([c:2]1[cH:3][cH:4][cH:5][cH:6][cH:7]1)[CH2:8][CH2:9][CH2:10][CH2:11][CH2:12][C:13]1([c:20]2[cH:21][cH:22][cH:23][cH:24][cH:25]2)[C:14](=[O:19])[CH2:15][CH2:16][CH2:17][CH2:18]1>>[O:1]([c:2]1[cH:3][cH:4][cH:5][cH:6][cH:7]1)[CH2:8][CH2:9][CH2:10][CH2:11][CH2:12][C:13]1([c:20]2[cH:21][cH:22][cH:23][cH:24][cH:25]2)[C:14](=[O:19])[CH:15]([C:39]([NH:38][c:30]2[c:29]([CH:26]([CH3:27])[CH3:28])[cH:34][cH:33][cH:32][c:31]2[CH:35]([CH3:36])[CH3:37])=[O:40])[CH2:16][CH2:17][CH2:18]1. The reactants are solution, Cl (hydrochloric acid), C(C)(C)(C)OC(=O)N1N=CC=C1NC(/C(=N/OC(C)C)/C1=CC(=C(C=C1)S(=O)(=O)C)Cl)=O ((E)-5-[2-(3-Chloro-4-methanesulfonyl-phenyl)-2-isopropoxyimino-acetylamino]-pyrazole-1-carboxylic acid tert-butyl ester). Solvent: O1CCOCC1 (dioxane), O1CCOCC1 (dioxane). Run at time 1 hour. Product: ClC=1C=C(C=CC1S(=O)(=O)C)\C(\C(=O)NC1=NNC=C1)=N/OC(C)C ((E)-2-(3-chloro-4-methanesulfonyl-phenyl)-2-isopropoxyimino-N-(1H-pyrazol-3-yl)-acetamide). Yield: 60.6%. Reaction SMILES: C(OC([N:8]1[C:12]([NH:13][C:14](=[O:32])/[C:15](/[C:21]2[CH:26]=[CH:25][C:24]([S:27]([CH3:30])(=[O:29])=[O:28])=[C:23]([Cl:31])[CH:22]=2)=[N:16]/[O:17][CH:18]([CH3:20])[CH3:19])=[CH:11][CH:10]=[N:9]1)=O)(C)(C)C.Cl>O1CCOCC1>[Cl:31][C:23]1[CH:22]=[C:21](/[C:15](=[N:16]\[O:17][CH:18]([CH3:20])[CH3:19])/[C:14]([NH:13][C:12]2[CH:11]=[CH:10][NH:9][N:8]=2)=[O:32])[CH:26]=[CH:25][C:24]=1[S:27]([CH3:30])(=[O:29])=[O:28]. Procedure: (E)-5-[2-(3-Chloro-4-methanesulfonyl-phenyl)-2-isopropoxyimino-acetylamino]-pyrazole-1-carboxylic acid tert-butyl ester (30 mg, 0.06 mmol) was dissolved in dioxane (1 mL). A 4.0 M solution of hydrochloric acid in dioxane (1 mL, 4 mmol) was added. After stirring 1 h, the volatiles were evaporated in vacuo and the residue was diluted with chloroform (3 mL) and washed with 10% aqueous potassium carbonate solution (1 mL). The aqueous phase was extracted with chloroform (2 mL) and the combined organi...